Dataset: the Open Reaction Database (ORD), a public repository of structured organic reaction records. Task: describe an organic reaction: reactants, conditions, products, and yield Starting materials: O=C([O-])[O-], CI, CC(C)=O, [K+], [K+], O=C(O)C=Cc1ccc([N+](=O)[O-])cc1. Product: COC(=O)C=Cc1ccc([N+](=O)[O-])cc1. As a reaction SMILES: [C:17](=[O:18])([O-:19])[O-:20].[CH3:15][I:16].[CH3:23][C:24](=[O:25])[CH3:26].[K+:21].[K+:22].[N+:1](=[O:2])([O-:3])[c:4]1[cH:5][cH:6][c:7]([CH:8]=[CH:9][C:10](=[O:11])[OH:12])[cH:13][cH:14]1>>[N+:1](=[O:2])([O-:3])[c:4]1[cH:5][cH:6][c:7]([CH:8]=[CH:9][C:10](=[O:11])[O:12][CH3:17])[cH:13][cH:14]1. The reactants are 4(7)-nitro-1H-benzimidazole, BrC(C#N)C (2-bromopropanenitrile), C(C)[NH+](CC)CC.[N+](=O)([O-])C1=CC=CC2=C1N(C=N2)CC(=O)[O-] ((7-Nitro-1H-benzimidazol-1-yl)acetic acid triethylammonium salt). Yields the product [N+](=O)([O-])C1=CC=CC2=C1N(C=N2)C(C#N)C (2-(7-nitro-1H-benzimidazol-1-yl)propanenitrile). RXN SMILES: BrC(C)[C:3]#[N:4].C([NH+](CC)CC)C.[N+:13]([C:16]1[C:21]2[N:22]([CH2:25][C:26]([O-])=O)[CH:23]=[N:24][C:20]=2[CH:19]=[CH:18][CH:17]=1)([O-:15])=[O:14]>>[N+:13]([C:16]1[C:21]2[N:22]([CH:25]([CH3:26])[C:3]#[N:4])[CH:23]=[N:24][C:20]=2[CH:19]=[CH:18][CH:17]=1)([O-:15])=[O:14] |f:1.2|. Procedure details: The compound was synthesised from 4(7)-nitro-1H-benzimidazole (1.0 g, 6.1 mmol) and 2-bromopropanenitrile (0.58 mL, 6.5 mmol) according to the procedure described for the synthesis of (7-Nitro-1H-benzimidazol-1-yl)acetic acid triethylammonium salt, part A, in a is 0.14 g (11%) yield. MS (ESI) m/z: 217.16 [M+H]. 1H NMR (400 MHz, DMSO-D6) δ ppm 2.01 (d, J=7.0 Hz, 3H) 6.08 (q, J=7.1 Hz, 1H) 7.48 (t, J=8.1 Hz, 1H) 8.09 (m, 1H) 8.16 (dd, J=8.0, 1.0 Hz, 1H) 8.89 (s, 1H). Starting materials: O=C1NC(C(CC1)O)C(C1=CC=CC=C1)C1=CC=CC=C1 (2-oxo-5-hydroxy-6-benzhydryl piperidine), CC(=O)C.OS(=O)(=O)O.O=[Cr](=O)=O (Jones reagent), CC(C)O (2-propanol). Run in CC(=O)C (acetone). Run at time 4 hour. Yields the product O=C1NC(C(CC1)=O)C(C1=CC=CC=C1)C1=CC=CC=C1 (2,5-dioxo-6-benzhydrylpiperidine). The yield is 85.2%. RXN SMILES: [O:1]=[C:2]1[CH2:7][CH2:6][CH:5]([OH:8])[CH:4]([CH:9]([C:16]2[CH:21]=[CH:20][CH:19]=[CH:18][CH:17]=2)[C:10]2[CH:15]=[CH:14][CH:13]=[CH:12][CH:11]=2)[NH:3]1.CC(C)=O.OS(O)(=O)=O.O=[Cr](=O)=O.CC(O)C>CC(C)=O>[O:1]=[C:2]1[CH2:7][CH2:6][C:5](=[O:8])[CH:4]([CH:9]([C:16]2[CH:21]=[CH:20][CH:19]=[CH:18][CH:17]=2)[C:10]2[CH:15]=[CH:14][CH:13]=[CH:12][CH:11]=2)[NH:3]1 |f:1.2.3|. Procedure: To a stirred solution of 2-oxo-5-hydroxy-6-benzhydryl piperidine (18.15 gm, 64.5 mmole) in acetone (150 ml) at -5° C. was added Jones reagent (2.67 M, 94 mmole), and the reaction mixture was further stirred for 4 hrs. At the end of this period, the excess reactant was decomposed with 2-propanol and the solution concentrated under vacuum to half of its volume. The contents of the flask were then dilutes with water (1000 ml) and extracted with methylene chloride (3×1000 ml). the combined organic p... Starting materials: C1CCOC1, CC(=O)O, CCCC[N+](CCCC)(CCCC)CCCC, C[Si](C)(C)c1cn(-c2ccc(-c3nc(N)sc3Cl)cc2)nn1, [F-], O. Yields the product Nc1nc(-c2ccc(-n3ccnn3)cc2)c(Cl)s1. As a reaction SMILES: [CH2:46]1[O:47][CH2:48][CH2:49][CH2:50]1.[CH3:23][C:24](=[O:25])[OH:26].[CH3:28][CH2:29][CH2:30][CH2:31][N+:32]([CH2:33][CH2:34][CH2:35][CH3:36])([CH2:37][CH2:38][CH2:39][CH3:40])[CH2:41][CH2:42][CH2:43][CH3:44].[Cl:1][c:2]1[c:3](-[c:8]2[cH:9][cH:10][c:11](-[n:14]3[n:15][n:16][c:17]([Si:19]([CH3:20])([CH3:21])[CH3:22])[cH:18]3)[cH:12][cH:13]2)[n:4][c:5]([NH2:7])[s:6]1.[F-:27].[OH2:45]>>[Cl:1][c:2]1[c:3](-[c:8]2[cH:9][cH:10][c:11](-[n:14]3[n:15][n:16][cH:17][cH:18]3)[cH:12][cH:13]2)[n:4][c:5]([NH2:7])[s:6]1. Reactants: COC1=CC=C(CN(S(=O)(=O)C2=NC=C(C=C2)OC2=CC(=CC(=C2)C=2NC(=CC2)C=2O[C@H](CN2)C)O[C@H](COC)C)C)C=C1 (N-(4-Methoxybenzyl)-5-(3-[(1S)-2-methoxy-1-methylethoxy]-5-{5-[(5S)-5-methyl-4,5-dihydro-1,3-oxazol-2-yl]-1H-pyrrol-2-yl}phenoxy)-N-methylpyridine-2-sulfonamide). Solvent: FC(C(=O)O)(F)F (trifluoroacetic acid). Reaction conditions: time 1 hour. Yields the product COC[C@@H](OC=1C=C(OC=2C=CC(=NC2)S(=O)(=O)NC)C=C(C1)C=1NC(=CC1)C=1O[C@H](CN1)C)C (5-(3-[(1S)-2-Methoxy-1-methylethoxy]-5-{5-[(5S)-5-methyl-4,5-dihydro-1,3-oxazol-2-yl]-1H-pyrrol-2-yl}phenoxy)-N-methylpyridine-2-sulfonamide). Yield: 88.4%. As a reaction SMILES: COC1C=CC([CH2:7][N:8](C)[S:9]([C:12]2[CH:17]=[CH:16][C:15]([O:18][C:19]3[CH:24]=[C:23]([C:25]4[NH:26][C:27]([C:30]5[O:31][C@@H:32]([CH3:35])[CH2:33][N:34]=5)=[CH:28][CH:29]=4)[CH:22]=[C:21]([O:36][C@@H:37]([CH3:41])[CH2:38][O:39][CH3:40])[CH:20]=3)=[CH:14][N:13]=2)(=[O:11])=[O:10])=CC=1>FC(F)(F)C(O)=O>[CH3:40][O:39][CH2:38][C@H:37]([CH3:41])[O:36][C:21]1[CH:20]=[C:19]([CH:24]=[C:23]([C:25]2[NH:26][C:27]([C:30]3[O:31][C@@H:32]([CH3:35])[CH2:33][N:34]=3)=[CH:28][CH:29]=2)[CH:22]=1)[O:18][C:15]1[CH:16]=[CH:17][C:12]([S:9]([NH:8][CH3:7])(=[O:11])=[O:10])=[N:13][CH:14]=1. Procedure details: N-(4-Methoxybenzyl)-5-(3-[(1S)-2-methoxy-1-methylethoxy]-5-{5-[(5S)-5-methyl-4,5-dihydro-1,3-oxazol-2-yl]-1H-pyrrol-2-yl}phenoxy)-N-methylpyridine-2-sulfonamide (292 mg, 0.47 mmol) synthesized in Example (121c) was dissolved in trifluoroacetic acid (2 mL), and stirring was carried out at 45° C. for 1 hour. The solvent was distilled off under reduced pressure, methylene chloride and triethylamine were added in small portions to the residue, and the solvent was distilled off again under reduced pr... Procedure details: 8-amino-2,3-dimethyl-imidazo[1,2-a]pyridine (0.33 g, 2.0 mmol) and 2,6-diethylbenzaldehyde (0.36 g, 2.2 mmol) were dissolved in methanol (7 ml). ZnCl2 (0.30 g, 2.2 mmol) and subsequently NaBH3CN (0.14 g, 2.2 mmol) in small portions were added and the mixture was refluxed under argon for 3 hours, cooled and then poured over an aqueous 1M NaOH solution (10 ml). The resultant yellow suspension was extracted with DCM (3×25 ml) and the combined organic solutions were washed with brine, dried over Na2... Starting materials: [OH-].[Na+] (NaOH), [BH3-]C#N.[Na+] (NaBH3CN), NC=1C=2N(C=CC1)C(=C(N2)C)C (8-amino-2,3-dimethyl-imidazo[1,2-a]pyridine), C(C)C1=C(C=O)C(=CC=C1)CC (2,6-diethylbenzaldehyde). As a reaction SMILES: [NH2:1][C:2]1[C:3]2[N:4]([C:8]([CH3:12])=[C:9]([CH3:11])[N:10]=2)[CH:5]=[CH:6][CH:7]=1.[CH2:13]([C:15]1[CH:22]=[CH:21][CH:20]=[C:19]([CH2:23][CH3:24])[C:16]=1[CH:17]=O)[CH3:14].[BH3-]C#N.[Na+].[OH-].[Na+]>CO.[Cl-].[Cl-].[Zn+2].CCCCCC>[CH3:11][C:9]1[N:10]=[C:3]2[C:2]([NH:1][CH2:17][C:16]3[C:15]([CH2:13][CH3:14])=[CH:22][CH:21]=[CH:20][C:19]=3[CH2:23][CH3:24])=[CH:7][CH:6]=[CH:5][N:4]2[C:8]=1[CH3:12] |f:2.3,4.5,7.8.9|. Solvent: CCCCCC (hexane), CO (methanol). The product is CC=1N=C2N(C=CC=C2NCC2=C(C=CC=C2CC)CC)C1C (2,3-dimethyl-8-(2,6-diethylbenzylamino)-imidazo[1,2-a]pyridine). Reagents/catalysts: [Cl-].[Cl-].[Zn+2] (ZnCl2).